From a dataset of the Open Reaction Database (ORD), a public repository of structured organic reaction records. describe an organic reaction: reactants, conditions, products, and yield Starting materials: [OH-].[K+] (KOH), FC(C(C)(C)N1C=C(C=2C1=NC=CC2)C#N)(F)F (1-(1,1,1-trifluoro-2-methylpropan-2-yl)-1H-pyrrolo[2,3-b]pyridine-3-carbonitrile), C1CCOC1.CO.O (THF MeOH water), Cl (HCl). Run at temperature 100 celsius, time 4 hour. Product: FC(C(C)(C)N1C=C(C=2C1=NC=CC2)C(=O)O)(F)F (1-(1,1,1-Trifluoro-2-methylpropan-2-yl)-1H-pyrrolo[2,3-b]pyridine-3-carboxylic acid). RXN SMILES: [OH-:1].[K+].[F:3][C:4]([F:20])([F:19])[C:5]([N:8]1[C:12]2=[N:13][CH:14]=[CH:15][CH:16]=[C:11]2[C:10]([C:17]#N)=[CH:9]1)([CH3:7])[CH3:6].Cl.C1COCC1.C[OH:28].O>>[F:3][C:4]([F:20])([F:19])[C:5]([N:8]1[C:12]2=[N:13][CH:14]=[CH:15][CH:16]=[C:11]2[C:10]([C:17]([OH:28])=[O:1])=[CH:9]1)([CH3:7])[CH3:6] |f:0.1,4.5.6|. Reported procedure: KOH (174 mg, 3.11 mmol) was added to a solution of 1-(1,1,1-trifluoro-2-methylpropan-2-yl)-1H-pyrrolo[2,3-b]pyridine-3-carbonitrile (78.7 mg, 0.311 mmol) in 1:1:1 THF/MeOH/water (621 μl) at RT. After being stirred at 100° C. for 4 h, the reaction mixture was acidified (pH=2-3) by conc. HCl and the resulting suspension was extracted with EtOAc. The combined organic layers were concentrated to afford the title compound as a brown foam, which was used without further purification.